Dataset: the Open Reaction Database (ORD), a public repository of structured organic reaction records. Task: describe an organic reaction: reactants, conditions, products, and yield The reactants are CCO/C(=C/[N+]#N)/[O-] (ethyl diazo acetate), O1CCCC1 (tetrahydrofuran). The product is O1C(CCC1)CC(=O)OCC (Ethyl tetrahydrofuran-2-acetate). As a reaction SMILES: [CH3:1][CH2:2][O:3]/[C:4](/[O-:8])=[CH:5]/[N+]#N.[O:9]1[CH2:13][CH2:12][CH2:11][CH2:10]1>>[O:9]1[CH2:13][CH2:12][CH2:11][CH:10]1[CH2:5][C:4]([O:3][CH2:2][CH3:1])=[O:8]. Reported procedure: Following the procedure of Preparative Example 14, 2.0 g (17.5 mmol) of ethyl diazo acetate was reacted with tetrahydrofuran to give 1.7 g of the product as a colorless oil, bp 84°-86° C. at 20 mm Hg. Reactants: CCOC(=O)COc1ccc(Sc2cc(C#Cc3ccc(Cl)cc3)cc(OCc3ccc(CN4CCOCC4)cc3)c2)cc1Cl, CCO, Cl, [Na+], [OH-]. Yields the product O=C(O)COc1ccc(Sc2cc(C#Cc3ccc(Cl)cc3)cc(OCc3ccc(CN4CCOCC4)cc3)c2)cc1Cl. As a reaction SMILES: [CH2:1]([CH3:2])[O:3][C:4]([CH2:5][O:6][c:7]1[c:8]([Cl:44])[cH:9][c:10]([S:13][c:14]2[cH:15][c:16]([C:35]#[C:36][c:37]3[cH:38][cH:39][c:40]([Cl:43])[cH:41][cH:42]3)[cH:17][c:18]([O:20][CH2:21][c:22]3[cH:23][cH:24][c:25]([CH2:28][N:29]4[CH2:30][CH2:31][O:32][CH2:33][CH2:34]4)[cH:26][cH:27]3)[cH:19]2)[cH:11][cH:12]1)=[O:45].[CH3:49][CH2:50][OH:51].[ClH:48].[Na+:47].[OH-:46]>>[O:3]=[C:4]([CH2:5][O:6][c:7]1[c:8]([Cl:44])[cH:9][c:10]([S:13][c:14]2[cH:15][c:16]([C:35]#[C:36][c:37]3[cH:38][cH:39][c:40]([Cl:43])[cH:41][cH:42]3)[cH:17][c:18]([O:20][CH2:21][c:22]3[cH:23][cH:24][c:25]([CH2:28][N:29]4[CH2:30][CH2:31][O:32][CH2:33][CH2:34]4)[cH:26][cH:27]3)[cH:19]2)[cH:11][cH:12]1)[OH:45]. Reactants: S(=O)(Cl)Cl (Thionyl chloride), FC1=C(C=CC(=C1)[N+](=O)[O-])CCCC(=O)O (4-(2-Fluoro-4-nitrophenyl)butanoic Acid), CN(C)C=O (DMF). Conditions: temperature -5 celsius, time 1 hour. Product: FC1=C(C=CC(=C1)[N+](=O)[O-])CCCC(=O)N(C)C (4-(2-Fluoro-4-nitrophenyl)-N,N-dimethylbutanamide). Isolated yield 87.0%. Reaction SMILES: S(Cl)(Cl)=O.[F:5][C:6]1[CH:11]=[C:10]([N+:12]([O-:14])=[O:13])[CH:9]=[CH:8][C:7]=1[CH2:15][CH2:16][CH2:17][C:18]([OH:20])=O.[CH3:21][N:22](C=O)[CH3:23]>>[F:5][C:6]1[CH:11]=[C:10]([N+:12]([O-:14])=[O:13])[CH:9]=[CH:8][C:7]=1[CH2:15][CH2:16][CH2:17][C:18]([N:22]([CH3:23])[CH3:21])=[O:20]. Procedure: Thionyl chloride (0.01 mL, 0.11 mmol) was added slowly to a solution of 4-(2-Fluoro-4-nitrophenyl)butanoic acid (82) (18 mg, 0.08 mmol) in DMF (3 mL) cooled at −5° C. The mixture was stirred for an additional 1 h at −5° C. Excess dimethylamine (freshly distilled from its 40% aqueous solution) was added to the reaction medium. The second mixture was stirred for an additional 1 h. Ethyl acetate (30 mL) was added to the mixture, which was washed with brine (2×30 mL). The organic layer was dried ove... Reactants: NC=1C(=CC(=C(C1)C=1C(N(C2=CC(=NC=C2C1)N(C)CC1=CC=C(C=C1)OC)CC)=O)F)F (3-(5-amino-2,4-difluoro-phenyl)-1-ethyl-7-[(4-methoxy-benzyl)-methyl-amino]-1H-[1,6]naphthyridin-2-one), FC1=C(C=C(C=C1)F)N=C=O (2,5-difluorophenyl isocyanate). The solvent is O1CCOCC1 (dioxane). Conditions: time 8 hour. The product is COC1=CC=C(CN(C=2N=CC3C=C(C(N(C3C2)CC)=O)C=2C(=CC(=C(C2)NC(=O)NC2=C(C=CC(=C2)F)F)F)F)C)C=C1 (1-(5-(7-((4-methoxybenzyl)(methyl)amino)-1-ethyl-2-oxo-1,2,4a,8a-tetrahydro-1,6-naphthyridin-3-yl)-2,4-difluorophenyl)-3-(2,5-difluorophenyl)urea). Yield: 79.8%. RXN SMILES: [NH2:1][C:2]1[C:3]([F:33])=[CH:4][C:5]([F:32])=[C:6]([C:8]2[C:9](=[O:31])[N:10]([CH2:29][CH3:30])[C:11]3[C:16]([CH:17]=2)=[CH:15][N:14]=[C:13]([N:18]([CH2:20][C:21]2[CH:26]=[CH:25][C:24]([O:27][CH3:28])=[CH:23][CH:22]=2)[CH3:19])[CH:12]=3)[CH:7]=1.[F:34][C:35]1[CH:40]=[CH:39][C:38]([F:41])=[CH:37][C:36]=1[N:42]=[C:43]=[O:44]>O1CCOCC1>[CH3:28][O:27][C:24]1[CH:25]=[CH:26][C:21]([CH2:20][N:18]([CH3:19])[C:13]2[N:14]=[CH:15][CH:16]3[CH:11]([CH:12]=2)[N:10]([CH2:29][CH3:30])[C:9](=[O:31])[C:8]([C:6]2[C:5]([F:32])=[CH:4][C:3]([F:33])=[C:2]([NH:1][C:43]([NH:42][C:36]4[CH:37]=[C:38]([F:41])[CH:39]=[CH:40][C:35]=4[F:34])=[O:44])[CH:7]=2)=[CH:17]3)=[CH:22][CH:23]=1. Procedure details: A solution of Example A7 (0.12 g, 0.266 mmol) in dioxane (5 mL) was treated with 2,5-difluorophenyl isocyanate (0.034 mL, 0.293 mmol) and stirred at RT overnight. The resulting solid was collected via filtration and dried to yield 1-(5-(7-((4-methoxybenzyl)(methyl)amino)-1-ethyl-2-oxo-1,2,4a,8a-tetrahydro-1,6-naphthyridin-3-yl)-2,4-difluorophenyl)-3-(2,5-difluorophenyl)urea (129 mg, 80% yield). 1H NMR (400 MHz, DMSO-d6): δ 9.19 (s, 1H), 9.10 (s, 1H), 8.52 (s, 1H), 8.16 (t, 1H), 8.01-7.98 (m, 1H)... The reagents and catalysts are CN(C)c1ccncc1, 4Å Molecular Sieve, C1CNCC1. Isolated yield 80.0%. Starting materials: IC1=CC=C(C([H])=O)C=C1, O=C(OCC)C(Cl)C(O)=O. Solvent: C1COCC1. Reaction conditions: temperature 50 celsius, time 24 hour. The product is O=C(OCC)/C(Cl)=C/C1=CC=C(I)C=C1. The reactants are C(C)OC(=O)C1=C2C(NC1=O)=CC=C(C=C2)Cl (6-Chloro-1,2-dihydro-2-oxocyclohepta[b]pyrrole-3-carboxylic acid ethyl ester). Solvent: [OH-].[Na+] (NaOH). Yields the product ClC=1C=CC=2C(NC(C2C(=O)O)=O)=CC1 (6-chloro-1,2-dihydro-2-oxocyclohepta[b]pyrrole-3-carboxylic acid). RXN SMILES: C([O:3][C:4]([C:6]1[C:10](=[O:11])[NH:9][C:8]2=[CH:12][CH:13]=[C:14]([Cl:17])[CH:15]=[CH:16][C:7]=12)=[O:5])C>[OH-].[Na+]>[Cl:17][C:14]1[CH:15]=[CH:16][C:7]2[C:8](=[CH:12][CH:13]=1)[NH:9][C:10](=[O:11])[C:6]=2[C:4]([OH:5])=[O:3] |f:1.2|. Procedure details: 6-Chloro-1,2-dihydro-2-oxocyclohepta[b]pyrrole-3-carboxylic acid ethyl ester (1.0 g, described in example 9) was hydrolyzed with 2 N aqueous NaOH (20 ml) under the conditions described for the hydrolysis in example 14 to give 6-chloro-1,2-dihydro-2-oxocyclohepta[b]pyrrole-3-carboxylic acid; mp 227° C. (dec); nmr (DMSO-d6) δ7.39-9.8 (m, 4H), 12.4 (s, 2H).